From a dataset of the Open Reaction Database (ORD), a public repository of structured organic reaction records. describe an organic reaction: reactants, conditions, products, and yield Starting materials: solution, C[Mg]Br (methylmagnesium bromide), BrC=1C=C(C=CC1)C(C(F)(F)F)=O (1-(3-bromophenyl)-2,2,2-trifluoroethanone), Grignard reagent, O (water), Cl (hydrochloric acid). Solvent: C(C)OCC (diethyl ether), C1CCOC1 (THF). Yields the product BrC=1C=C(C=CC1)C(C(F)(F)F)(C)O (2-(3-Bromophenyl)-1,1,1-trifluoropropan-2-ol). RXN SMILES: [CH3:1][Mg]Br.[Br:4][C:5]1[CH:6]=[C:7]([C:11](=[O:16])[C:12]([F:15])([F:14])[F:13])[CH:8]=[CH:9][CH:10]=1.O.Cl>C(OCC)C.C1COCC1>[Br:4][C:5]1[CH:6]=[C:7]([C:11]([OH:16])([CH3:1])[C:12]([F:14])([F:15])[F:13])[CH:8]=[CH:9][CH:10]=1. Procedure: Under argon and with stirring, 22.7 ml (22.7 mmol) of a 1 M solution of methylmagnesium bromide in diethyl ether were added dropwise at 0° C. to a solution of 5.22 g (20.6 mmol) of 1-(3-bromophenyl)-2,2,2-trifluoroethanone in 40 ml of anhydrous THF. After the addition had ended, the reaction mixture was stirred at 0° C. for another 30 min. Then—still at 0° C.—excess Grignard reagent was hydrolyzed by careful addition of water. The mixture was then adjusted to a pH of about 5 by addition of 2 M h... The reactants are O1C=NC(=C1)CN (oxazol-4-ylmethanamine), CN1N=C(C(=C1C)CN)C ((1,3,5-trimethyl-1H-pyrazol-4-yl)methanamine), FC1=CC=C(CN2C(N(CC2)C=2C=C(C(=O)O)C=CN2)=O)C=C1 (2-(3-(4-fluorobenzyl)-2-oxoimidazolidin-1-yl)isonicotinic acid). Product: FC1=CC=C(CN2C(N(CC2)C=2C=C(C(=O)NCC=3C(=NN(C3C)C)C)C=CN2)=O)C=C1 (2-(3-(4-fluorobenzyl)-2-oxoimidazolidin-1-yl)-N-((1,3,5-trimethyl-1H-pyrazol-4-yl)methyl)isonicotinamide). The yield is 67.0%. RXN SMILES: O1C=C(CN)N=C1.[CH3:8][N:9]1[C:13]([CH3:14])=[C:12]([CH2:15][NH2:16])[C:11]([CH3:17])=[N:10]1.[F:18][C:19]1[CH:40]=[CH:39][C:22]([CH2:23][N:24]2[CH2:28][CH2:27][N:26]([C:29]3[CH:30]=[C:31]([CH:35]=[CH:36][N:37]=3)[C:32](O)=[O:33])[C:25]2=[O:38])=[CH:21][CH:20]=1>>[F:18][C:19]1[CH:20]=[CH:21][C:22]([CH2:23][N:24]2[CH2:28][CH2:27][N:26]([C:29]3[CH:30]=[C:31]([CH:35]=[CH:36][N:37]=3)[C:32]([NH:16][CH2:15][C:12]3[C:11]([CH3:17])=[N:10][N:9]([CH3:8])[C:13]=3[CH3:14])=[O:33])[C:25]2=[O:38])=[CH:39][CH:40]=1. Procedure details: Following the procedure as described in Example 14, making variations as required to replace oxazol-4-ylmethanamine with (1,3,5-trimethyl-1H-pyrazol-4-yl)methanamine to react with 2-(3-(4-fluorobenzyl)-2-oxoimidazolidin-1-yl)isonicotinic acid, 2-(3-(4-fluorobenzyl)-2-oxoimidazolidin-1-yl)-N-((1,3,5-trimethyl-1H-pyrazol-4-yl)methyl)isonicotinamide was obtained as a colorless solid in 67% yield: mp 179-181° C.; 1H NMR (300 MHz, CDCl3) δ 8.48 (s, 1H), 8.33 (d, J=5.1 Hz, 1H), 7.37 (dd, J=5.1 Hz, 1.2... Starting materials: CC(=O)Cl, ClCCl, Cc1c(NC(c2nnc(-c3ccc(N)cc3)o2)C(C)O[Si](C)(C)C(C)(C)C)ccc(C#N)c1Cl, c1ccncc1. Yields the product CC(=O)Nc1ccc(-c2nnc(C(Nc3ccc(C#N)c(Cl)c3C)C(C)O[Si](C)(C)C(C)(C)C)o2)cc1. Reaction SMILES: [C:35]([CH3:36])(=[O:37])[Cl:38].[Cl:39][CH2:40][Cl:41].[NH2:1][c:2]1[cH:3][cH:4][c:5](-[c:8]2[n:9][n:10][c:11]([CH:13]([CH:14]([CH3:15])[O:16][Si:17]([CH3:18])([CH3:19])[C:20]([CH3:21])([CH3:22])[CH3:23])[NH:24][c:25]3[c:26]([CH3:34])[c:27]([Cl:33])[c:28]([C:29]#[N:30])[cH:31][cH:32]3)[o:12]2)[cH:6][cH:7]1.[cH:42]1[cH:43][cH:44][n:45][cH:46][cH:47]1>>[NH:1]([c:2]1[cH:3][cH:4][c:5](-[c:8]2[n:9][n:10][c:11]([CH:13]([CH:14]([CH3:15])[O:16][Si:17]([CH3:18])([CH3:19])[C:20]([CH3:21])([CH3:22])[CH3:23])[NH:24][c:25]3[c:26]([CH3:34])[c:27]([Cl:33])[c:28]([C:29]#[N:30])[cH:31][cH:32]3)[o:12]2)[cH:6][cH:7]1)[C:35]([CH3:36])=[O:37]. The reactants are ClC1=C(C(=O)O)C=C(C=N1)Cl (2,5-dichloronicotinic acid), ClC=1C=NC=C(C1)O (3-chloro-5-hydroxypyridine), cuprous iodide, C([O-])([O-])=O.[K+].[K+] (potassium carbonate). The reagents and catalysts are [Cu] (copper bronze). Run in CN(C=O)C (N,N-dimethylforamide). Product: ClC=1C=NC(=C(C(=O)O)C1)OC=1C=NC=C(C1)Cl (5-Chloro-2-[(5-chloropyridin-3-yl)oxy]nicotinic acid). Yield: 47.1%. Reaction SMILES: Cl[C:2]1[N:10]=[CH:9][C:8]([Cl:11])=[CH:7][C:3]=1[C:4]([OH:6])=[O:5].[Cl:12][C:13]1[CH:14]=[N:15][CH:16]=[C:17]([OH:19])[CH:18]=1.C(=O)([O-])[O-].[K+].[K+]>CN(C)C=O.[Cu]>[Cl:11][C:8]1[CH:9]=[N:10][C:2]([O:19][C:17]2[CH:16]=[N:15][CH:14]=[C:13]([Cl:12])[CH:18]=2)=[C:3]([CH:7]=1)[C:4]([OH:6])=[O:5] |f:2.3.4|. Procedure details: A mixture of 2,5-dichloronicotinic acid (Syn. Commun. 1989, 19, 553–9, 500 mg, 2.6 mmol), 3-chloro-5-hydroxypyridine (404 mg, 3.1 mmol), copper bronze (36 mg, 0.57 mmol), cuprous iodide (40 mg, 0.21 mmol) and potassium carbonate (792 mg, 5.7 mmol) in N,N-dimethylforamide (7 mL) was heated under reflux for 3 h. The reaction mixture was filtered through a pad of Celite® and the filtrate was concentrated. The residue was diluted with water (10 mL) and the mixture was acidified with 2 N hydrochloric... The reactants are Cl.COC([C@@H](N)CC1=CC=CC=C1)=O (L-Phenylalanine methyl ester hydrochloride), Cl (hydrochloric acid), CN1CCOCC1 (N-methylmorpholine), C(C1=CC=CC=C1)(=O)N1C(OC([C@@H]1C)=O)=O ((S)-3-Benzoyl-4-methyl-2,5-oxazolidinedione), C(C1=CC=CC=C1)(=O)N[C@@H](C)C(=O)O (N-benzoyl-L-alanine). Solvent: O1CCCC1 (tetrahydrofuran). Run at time 20 minute. Yields the product COC([C@@H](NC([C@@H](NC(C1=CC=CC=C1)=O)C)=O)CC1=CC=CC=C1)=O (N-benzoyl-L-alanyl-L-phenylalanine methyl ester). Isolated yield 65.0%. As a reaction SMILES: Cl.[CH3:2][O:3][C:4](=[O:14])[C@H:5]([CH2:7][C:8]1[CH:13]=[CH:12][CH:11]=[CH:10][CH:9]=1)[NH2:6].CN1CCOCC1.[C:22]([N:30]1[C@@H:34]([CH3:35])[C:33](=O)[O:32]C1=O)(=[O:29])[C:23]1[CH:28]=[CH:27][CH:26]=[CH:25][CH:24]=1.C(N[C@H](C(O)=O)C)(=O)C1C=CC=CC=1.Cl>O1CCCC1>[CH3:2][O:3][C:4](=[O:14])[C@H:5]([CH2:7][C:8]1[CH:13]=[CH:12][CH:11]=[CH:10][CH:9]=1)[NH:6][C:33](=[O:32])[C@H:34]([CH3:35])[NH:30][C:22](=[O:29])[C:23]1[CH:24]=[CH:25][CH:26]=[CH:27][CH:28]=1 |f:0.1|. Procedure: L-Phenylalanine methyl ester hydrochloride (518 mg, 2.4 mmol) was suspended in tetrahydrofuran (12 mL), and at 0° C., N-methylmorpholine (242 mg, 2.4 mmol) was added, followed by stirring for 20 minutes. (S)-3-Benzoyl-4-methyl-2,5-oxazolidinedione (N-benzoyl-L-alanine-NCA (438 mg, 2 mmol) was added as crystals at 0° C. After the resulting mixture was stirred for 15 minutes, the mixture was allowed to rise in temperature to room temperature, at which the mixture was stirred for 15 minutes. The re...